This data is from the Open Reaction Database (ORD), a public repository of structured organic reaction records. The task is: describe an organic reaction: reactants, conditions, products, and yield Starting materials: FC=1C=C2C=CNC(C2=CC1C)=O (6-fluoro-7-methyl-2H-isoquinolin-1-one), C([O-])([O-])=O.[Cs+].[Cs+] (cesium carbonate), O (water), COC1=CC=C(CCl)C=C1 (4-methoxybenzylchloride). Run in CN(C)C=O (DMF), CCCCCCC.C(C)(=O)OCC (heptane ethyl acetate). Reaction conditions: time 90 minute. Yields the product FC=1C=C2C=CN(C(C2=CC1C)=O)CC1=CC=C(C=C1)OC (6-fluoro-2-(4-methoxy-benzyl)-7-methyl-2H-isoquinolin-1-one). Yield: 54.5%. As a reaction SMILES: [F:1][C:2]1[CH:3]=[C:4]2[C:9](=[CH:10][C:11]=1[CH3:12])[C:8](=[O:13])[NH:7][CH:6]=[CH:5]2.C(=O)([O-])[O-].[Cs+].[Cs+].[CH3:20][O:21][C:22]1[CH:29]=[CH:28][C:25]([CH2:26]Cl)=[CH:24][CH:23]=1.O>CN(C=O)C.CCCCCCC.C(OCC)(=O)C>[F:1][C:2]1[CH:3]=[C:4]2[C:9](=[CH:10][C:11]=1[CH3:12])[C:8](=[O:13])[N:7]([CH2:26][C:25]1[CH:28]=[CH:29][C:22]([O:21][CH3:20])=[CH:23][CH:24]=1)[CH:6]=[CH:5]2 |f:1.2.3,7.8|. Procedure details: To a solution of 9.17 g (51.8 mmol) of 6-fluoro-7-methyl-2H-isoquinolin-1-one in 80 ml of DMF were added 20.2 g (62.1 mmol) of cesium carbonate and then 8.92 g (56.9 mmol) of 4-methoxybenzylchloride. After stirring at room temperature for 90 minutes the reaction mixture was poured into 600 ml of water, stirred for 1 h, and then the precipitated product was isolated by suction. From the mother liquor additional product was isolated by chromatography with heptane/ethyl acetate (80:20). The combine...